From a dataset of the Open Reaction Database (ORD), a public repository of structured organic reaction records. describe an organic reaction: reactants, conditions, products, and yield Reaction SMILES: [Br:25][c:26]1[cH:27][c:28]([O:32][CH3:33])[cH:29][cH:30][cH:31]1.[CH3:1][O:2][N:3]([C:4](=[O:5])[c:6]1[n:7][cH:8][n:9](-[c:11]2[cH:12][c:13](-[c:17]3[c:18]([Cl:23])[cH:19][cH:20][cH:21][cH:22]3)[cH:14][cH:15][cH:16]2)[cH:10]1)[CH3:24]>>[C:4](=[O:5])([c:6]1[n:7][cH:8][n:9](-[c:11]2[cH:12][c:13](-[c:17]3[c:18]([Cl:23])[cH:19][cH:20][cH:21][cH:22]3)[cH:14][cH:15][cH:16]2)[cH:10]1)[c:26]1[cH:27][c:28]([O:32][CH3:33])[cH:29][cH:30][cH:31]1. Yields the product COc1cccc(C(=O)c2cn(-c3cccc(-c4ccccc4Cl)c3)cn2)c1. Starting materials: COc1cccc(Br)c1, CON(C)C(=O)c1cn(-c2cccc(-c3ccccc3Cl)c2)cn1. Procedure details: The title compound is prepared in 87% yield (849 mg, a pale yellow solid) from 6-fluoro-4-methylnicotinic acid (700 mg, 4.51 mmol) and 2,2-difluoroethanol (555 mg, 6.77 mmol) instead of 2,2,2-trifluoroethanol by the similar manner in Step-1 of Amine-1. Yield: 87.0%. Reactants: FC1=NC=C(C(=O)O)C(=C1)C (6-fluoro-4-methylnicotinic acid), FC(CO)F (2,2-difluoroethanol), Amine-1. Yields the product FC(COC1=NC=C(C(=O)O)C(=C1)C)F (6-(2,2-difluoroethoxy)-4-methylnicotinic acid). Reaction SMILES: F[C:2]1[CH:10]=[C:9]([CH3:11])[C:5]([C:6]([OH:8])=[O:7])=[CH:4][N:3]=1.[F:12][CH:13]([F:16])[CH2:14][OH:15]>>[F:12][CH:13]([F:16])[CH2:14][O:15][C:2]1[CH:10]=[C:9]([CH3:11])[C:5]([C:6]([OH:8])=[O:7])=[CH:4][N:3]=1. The reactants are OC1=CC(OC(=C1)C)=O (4-hydroxy-6-methyl-2-pyrone). Reagents/catalysts: [Pd] (palladium on carbon). Solvent: CO (methanol). Reaction conditions: time 7 hour. Product: OC1=CC(OC(C1)C)=O (4-hydroxy-5,6-dihydro-6-methyl-2-pyrone). Isolated yield 72.2%. Reaction SMILES: [OH:1][C:2]1[CH:7]=[C:6]([CH3:8])[O:5][C:4](=[O:9])[CH:3]=1>CO.[Pd]>[OH:1][C:2]1[CH2:7][CH:6]([CH3:8])[O:5][C:4](=[O:9])[CH:3]=1. Procedure details: To a solution of 20.0 g (0.16 mole) of 4-hydroxy-6-methyl-2-pyrone in 250 ml of methanol was added 1.0 g of 5% palladium on carbon as the hydrogenation catalyst. Hydrogenation was carried out at room temperature under a pressure of 20 kg/cm2 for 7 hours. The catalyst was removed by filtration and the solvent was removed by evaporation under a reduced pressure. The precipitated crystal was recovered by filtration and recrystallized from ethanol to obtain 14.8 g (yield: 73%) of 4-hydroxy-5,6-dihyd...